Dataset: the Open Reaction Database (ORD), a public repository of structured organic reaction records. Task: describe an organic reaction: reactants, conditions, products, and yield Reactants: NC=1C=CC(=C(C1)[C@]1(N=C(OC[C@]1(C)F)N)C)F ((4R,5R)-4-(5-amino-2-fluoro-phenyl)-5-fluoro-4,5-dimethyl-5,6-dihydro-4H-[1,3]oxazin-2-ylamine), C(#N)C=1C=CC(=NC1)C(=O)O (5-cyano-pyridine-2-carboxylic acid). Product: NC=1OC[C@]([C@@](N1)(C)C=1C=C(C=CC1F)NC(=O)C1=NC=C(C=C1)C#N)(C)F (5-Cyano-pyridine-2-carboxylic acid [3-((4R,5R)-2-amino-5-fluoro-4,5-dimethyl-5,6-dihydro-4H-[1,3]oxazin-4-yl)-4-fluoro-phenyl]-amide). RXN SMILES: [NH2:1][C:2]1[CH:3]=[CH:4][C:5]([F:18])=[C:6]([C@:8]2([CH3:17])[C@:13]([F:15])([CH3:14])[CH2:12][O:11][C:10]([NH2:16])=[N:9]2)[CH:7]=1.[C:19]([C:21]1[CH:22]=[CH:23][C:24]([C:27](O)=[O:28])=[N:25][CH:26]=1)#[N:20]>>[NH2:16][C:10]1[O:11][CH2:12][C@@:13]([F:15])([CH3:14])[C@:8]([C:6]2[CH:7]=[C:2]([NH:1][C:27]([C:24]3[CH:23]=[CH:22][C:21]([C:19]#[N:20])=[CH:26][N:25]=3)=[O:28])[CH:3]=[CH:4][C:5]=2[F:18])([CH3:17])[N:9]=1. Procedure details: The condensation of (4R,5R)-4-(5-amino-2-fluoro-phenyl)-5-fluoro-4,5-dimethyl-5,6-dihydro-4H-[1,3]oxazin-2-ylamine (A8.3) and 5-cyano-pyridine-2-carboxylic acid following procedure I yielded the title compound as a colorless solid. MS (ISP): m/z=386.2 [M+H]+. Starting materials: c1(ccccc1)CC[Zn]Br, [C-]#[N+]C(C)(C)C. Reagents/catalysts: c1ccc(cc1)-c2c3ccccc3cc4ccccc24 (9-Phenylanthracene), Cl (HCl), P(C1CCCC1)(c1ccccc1)c1ccccc1.P(C1CCCC1)(c1ccccc1)c1ccccc1.[Fe] (dppf), C(O[Pd]OC(C)=O)(C)=O (Pd(OAc)2). Solvent: CC1=CC=CC=C1 (Toluene). Reaction conditions: temperature 110 celsius, time 18 hour. Yields the product CC(C)(C)c1ccc(cn1)C(=O)C(=O)CCc2ccccc2. As a reaction SMILES: Br[Zn][CH2:1][CH2:2][c:3]1[cH:8][cH:7][cH:6][cH:5][cH:4]1.[CH3:9][C:10]([N+:13]#[C-:14])([CH3:12])[CH3:11]>>[CH3:12][C:9]([c:10]1[n:13][cH:14]c(C(C([CH2:1][CH2:2][c:3]2[cH:8][cH:7][cH:6][cH:5][cH:4]2)=O)=O)c[cH:11]1)(C)C. As a reaction SMILES: [C:1]([O:2][C:3](=[O:4])[NH:8][CH:9]1[CH2:10][c:11]2[cH:12][cH:13][c:14]([CH:18]=[CH:19][c:20]3[cH:21][cH:22][c:23]([CH3:26])[cH:24][cH:25]3)[cH:15][c:16]2[CH2:17]1)([CH3:5])([CH3:6])[CH3:7].[CH3:34][C:35](=[O:36])[OH:37].[ClH:33].[O:27]1[CH2:28][CH2:29][O:30][CH2:31][CH2:32]1>>[ClH:33].[NH2:8][CH:9]1[CH2:10][c:11]2[cH:12][cH:13][c:14]([CH:18]=[CH:19][c:20]3[cH:21][cH:22][c:23]([CH3:26])[cH:24][cH:25]3)[cH:15][c:16]2[CH2:17]1. Yields the product Cl, Cc1ccc(C=Cc2ccc3c(c2)CC(N)C3)cc1. Reactants: Cc1ccc(C=Cc2ccc3c(c2)CC(NC(=O)OC(C)(C)C)C3)cc1, CC(=O)O, Cl, C1COCCO1. The reactants are OS(=O)(=O)C(F)(F)F.C(N)(OCCC1=CC=C(C=C1)OC1=CC(=C(C=C1)Cl)C(F)(F)F)=N (2-(4-{[4-chloro-3-(trifluoromethyl)phenyl]oxy}phenyl)ethyl imidocarbamate triflate), C(=O)C(C(=O)OCC)CC1=C(C=C(C=C1F)F)F (ethyl 2-formyl-3-(2,4,6-trifluorophenyl)propanoate), C(=O)([O-])[O-].[K+].[K+] (K2CO3). The solvent is CC(=O)N(C)C (DMA). Run at temperature 160 celsius. Product: ClC1=C(C=C(C=C1)OC1=CC=C(C=C1)CCOC=1NC=C(C(N1)=O)CC1=C(C=C(C=C1O)F)F)C(F)(F)F (2-{[2-(4-{[4-Chloro-3-(trifluoromethyl)phenyl]oxy}phenyl)ethyl]oxy}-5-[(2,4-difluoro-6-hydroxyphenyl)methyl]-4(1H)-pyrimidinone). Isolated yield 33.7%. Reaction SMILES: [OH:1]S(C(F)(F)F)(=O)=O.[C:9](=[NH:32])([O:11][CH2:12][CH2:13][C:14]1[CH:19]=[CH:18][C:17]([O:20][C:21]2[CH:26]=[CH:25][C:24]([Cl:27])=[C:23]([C:28]([F:31])([F:30])[F:29])[CH:22]=2)=[CH:16][CH:15]=1)[NH2:10].[CH:33]([CH:35]([CH2:41][C:42]1[C:47](F)=[CH:46][C:45]([F:49])=[CH:44][C:43]=1[F:50])[C:36](OCC)=O)=[O:34].C([O-])([O-])=O.[K+].[K+]>CC(N(C)C)=O>[Cl:27][C:24]1[CH:25]=[CH:26][C:21]([O:20][C:17]2[CH:16]=[CH:15][C:14]([CH2:13][CH2:12][O:11][C:9]3[NH:10][CH:36]=[C:35]([CH2:41][C:42]4[C:47]([OH:1])=[CH:46][C:45]([F:49])=[CH:44][C:43]=4[F:50])[C:33](=[O:34])[N:32]=3)=[CH:19][CH:18]=2)=[CH:22][C:23]=1[C:28]([F:31])([F:30])[F:29] |f:0.1,3.4.5|. Procedure details: The mixture of 2-(4-{[4-chloro-3-(trifluoromethyl)phenyl]oxy}phenyl)ethyl imidocarbamate triflate (120 mg, 0.236 mmol), ethyl 2-formyl-3-(2,4,6-trifluorophenyl)propanoate (154 mg, 0.591 mmol) and K2CO3 (98 mg, 0.709 mmol) in DMA (5 mL) was heated with a microwave reactor at 160° C. for 1 hour. Purification via MDAP then afforded the title compound (44 mg, 32.0% yield). LCMS: rt=4.14 min, [M+H+]=553.2 Starting materials: [Al](Cl)(Cl)Cl (Aluminum chloride anhydrous), C1(\C=C/C(=O)O1)=O (maleic anhydride), FC1=C(C=CC=C1)F (difluorobenzene). Solvent: ClCCl (dichloromethane), C(C)OCC (diethyl ether). Run at temperature 0 celsius. Product: FC=1C=C(C=CC1F)C(/C=C/C(=O)O)=O ((E)-4-(3',4'-difluorophenyl)-4-oxo-2-butenoic acid). Yield: 52.9%. Reaction SMILES: [Al](Cl)(Cl)Cl.[C:5]1(=[O:11])[O:10][C:8](=[O:9])[CH:7]=[CH:6]1.[F:12][C:13]1[CH:18]=[CH:17][CH:16]=[CH:15][C:14]=1[F:19]>ClCCl.C(OCC)C>[F:12][C:13]1[CH:18]=[C:17]([C:5](=[O:11])/[CH:6]=[CH:7]/[C:8]([OH:10])=[O:9])[CH:16]=[CH:15][C:14]=1[F:19]. Procedure details: Aluminum chloride anhydrous (32.6 g, 0.245 mol.) was added at room temperature and under dry nitrogen atmosphere, to a solution of maleic anhydride (9.6 g, 0.098 mol.) and difluorobenzene (20 ml, 0.195 mol.) in dry dichloromethane. The reaction mixture was heated to reflux for 4 hours; then cooled and quenched with ice/37% hydrochloric acid (100 g/100 mL). Dichloromethane (200 mL) was added, the phases separated and the aqueous layer was extracted twice with dichloromethane (50 mL), the collecte... Reactants: CCOC(=O)CBr, [K+], [K+], O=C([O-])[O-], CN(C)C=O, CCCCC(NC(=O)OCc1ccccc1)c1nc(-c2ccccc2OC)c[nH]1. Product: CCCCC(NC(=O)OCc1ccccc1)c1nc(-c2ccccc2OC)cn1CC(=O)OCC. Reaction SMILES: [Br:36][CH2:37][C:38](=[O:39])[O:40][CH2:41][CH3:42].[K+:30].[K+:31].[O-:32][C:33]([O-:34])=[O:35].[O:43]=[CH:44][N:45]([CH3:46])[CH3:47].[c:1]1([CH2:7][O:8][C:9](=[O:10])[NH:11][CH:12]([CH2:13][CH2:14][CH2:15][CH3:16])[c:17]2[nH:18][cH:19][c:20](-[c:22]3[c:23]([O:28][CH3:29])[cH:24][cH:25][cH:26][cH:27]3)[n:21]2)[cH:2][cH:3][cH:4][cH:5][cH:6]1>>[c:1]1([CH2:7][O:8][C:9](=[O:10])[NH:11][CH:12]([CH2:13][CH2:14][CH2:15][CH3:16])[c:17]2[n:18]([CH2:37][C:38](=[O:39])[O:40][CH2:41][CH3:42])[cH:19][c:20](-[c:22]3[c:23]([O:28][CH3:29])[cH:24][cH:25][cH:26][cH:27]3)[n:21]2)[cH:2][cH:3][cH:4][cH:5][cH:6]1.